Task: describe an organic reaction: reactants, conditions, products, and yield. Dataset: the Open Reaction Database (ORD), a public repository of structured organic reaction records Starting materials: C(C(C)C)O (isobutyl alcohol), C(C=C(C)C)C1=CC=C(C=C1)C(C(=O)O)C (2-(p-prenylphenyl)propionic acid), S(=O)(Cl)Cl (thionyl chloride). The solvent is N1=CC=CC=C1 (pyridine), C1=CC=CC=C1 (benzene), C1=CC=CC=C1 (benzene). Run at temperature 4 celsius, time 1 hour. Yields the product C(C=C(C)C)C1=CC=C(C=C1)C(C(=O)OCC(C)C)C (isobutyl 2-(p-prenylphenyl)propionate). The yield is 73.3%. RXN SMILES: [CH2:1]([C:6]1[CH:11]=[CH:10][C:9]([CH:12]([CH3:16])[C:13]([OH:15])=[O:14])=[CH:8][CH:7]=1)[CH:2]=[C:3]([CH3:5])[CH3:4].S(Cl)(Cl)=O.[CH2:21](O)[CH:22]([CH3:24])[CH3:23]>N1C=CC=CC=1.C1C=CC=CC=1>[CH2:1]([C:6]1[CH:7]=[CH:8][C:9]([CH:12]([CH3:16])[C:13]([O:15][CH2:21][CH:22]([CH3:24])[CH3:23])=[O:14])=[CH:10][CH:11]=1)[CH:2]=[C:3]([CH3:5])[CH3:4]. Reported procedure: To a solution of 21.8 g of 2-(p-prenylphenyl)propionic acid in 17.6 ml of pyridine and 200 ml of benzene was added dropwise a solution of 7.9 ml of thionyl chloride in 15 ml of benzene with stirring at 4° C. After one hour, 14.8 g of isobutyl alcohol was added. The mixture was stirred at room temperature for one hour and then at 60° C. for 2 hours. After cooling, the solution was washed with water, 2 N hydrochloric acid, water, 5% aqueous sodium hydroxide and water successively, and dried over a...